From a dataset of the Open Reaction Database (ORD), a public repository of structured organic reaction records. describe an organic reaction: reactants, conditions, products, and yield Reactants: ClC1=CC=C(S1)C(=O)O (5-chloro-thiophene-2-carboxylic acid), C(C)(C)N1CCC(CC1)N(S(=O)(=O)CCN)C (2-amino-ethanesulfonic acid (1-isopropyl-piperidin-4-yl)-methyl-amide). Yields the product Cl (hydrochloride), C(C)(C)N1CCC(CC1)N(S(=O)(=O)CCNC(=O)C=1SC(=CC1)Cl)C (5-Chloro-thiophene-2-carboxylic acid {2-[(1-isopropyl-piperidin-4-yl)-methyl-sulfamoyl]-ethyl}-amide). As a reaction SMILES: [Cl:1][C:2]1[S:6][C:5]([C:7]([OH:9])=O)=[CH:4][CH:3]=1.[CH:10]([N:13]1[CH2:18][CH2:17][CH:16]([N:19]([CH3:26])[S:20]([CH2:23][CH2:24][NH2:25])(=[O:22])=[O:21])[CH2:15][CH2:14]1)([CH3:12])[CH3:11]>>[ClH:1].[CH:10]([N:13]1[CH2:18][CH2:17][CH:16]([N:19]([CH3:26])[S:20]([CH2:23][CH2:24][NH:25][C:7]([C:5]2[S:6][C:2]([Cl:1])=[CH:3][CH:4]=2)=[O:9])(=[O:21])=[O:22])[CH2:15][CH2:14]1)([CH3:12])[CH3:11]. Procedure details: 5-Chloro-thiophene-2-carboxylic acid {2-[(1-isopropyl-piperidin-4-yl)-methyl-sulfamoyl]-ethyl}-amide was prepared by an analogous procedure as described for example 1 iii) starting from 318 mg (2 equiv.) 5-chloro-thiophene-2-carboxylic acid and 258 mg (0.98 mmol) crude 2-amino-ethanesulfonic acid (1-isopropyl-piperidin-4-yl)-methyl-amide. Final purification was achieved by preparative RP-HPLC (CH3CN/H2O gradient+0.1% TFA). After lyophilisation and transformation into its hydrochloride the title ... The yield is 87.2%. Conditions: temperature 60 celsius, time 3 hour. The product is OC1=CC=C(C=C1)C=1SC(=CN1)C1=CC=C(C=C1)CCCCCC (2-(4-hydroxyphenyl)-5-(4-hexylphenyl)thiazole). The reactants are Cl (hydrochloric acid), C(C)(=O)OC1=CC=C(C=C1)C=1SC(=CN1)C1=CC=C(C=C1)CCCCCC (2-(4-acetoxyphenyl)-5-(4-hexylphenyl)thiazole), [OH-].[K+] (potassium hydroxide), ice water. Procedure: Then, in a 500 ml-reaction vessel, 16.5 g (4.35×10-2M) of 2-(4-acetoxyphenyl)-5-(4-hexylphenyl)thiazole and 250 ml of 0.5N-solution of potassium hydroxide in ethanol, followed by stirring for 3 hours at 60° C. After cooling, the reaction mixture was poured into 600 ml of ice water and acidified with 6N-hydrochloric acid to precipitate a crystal. The crystal was recovered by filtration, washed with water and dissolved in ethanol, followed by treatment with activated carbon. The activated carbon w... As a reaction SMILES: C([O:4][C:5]1[CH:10]=[CH:9][C:8]([C:11]2[S:12][C:13]([C:16]3[CH:21]=[CH:20][C:19]([CH2:22][CH2:23][CH2:24][CH2:25][CH2:26][CH3:27])=[CH:18][CH:17]=3)=[CH:14][N:15]=2)=[CH:7][CH:6]=1)(=O)C.[OH-].[K+].Cl>C(O)C>[OH:4][C:5]1[CH:6]=[CH:7][C:8]([C:11]2[S:12][C:13]([C:16]3[CH:21]=[CH:20][C:19]([CH2:22][CH2:23][CH2:24][CH2:25][CH2:26][CH3:27])=[CH:18][CH:17]=3)=[CH:14][N:15]=2)=[CH:9][CH:10]=1 |f:1.2|. The solvent is C(C)O (ethanol). As a reaction SMILES: [C:1](/[C:3](=[C:5]1/[C:6]2[CH:35]=[CH:34][C:33]([F:36])=[CH:32][C:7]=2[O:8][CH2:9][C:10]2[CH:15]=[C:14]([CH2:16][N:17]3[C:21]4[CH:22]=[CH:23][CH:24]=[C:25]([C:26]([OH:28])=O)[C:20]=4[N:19]=[C:18]3[CH2:29][CH2:30][CH3:31])[CH:13]=[CH:12][C:11]/1=2)/[CH3:4])#[N:2].C(N1C=CN=C1)([N:39]1C=CN=C1)=O.N.Cl>C1COCC1.O>[C:1](/[C:3](=[C:5]1/[C:6]2[CH:35]=[CH:34][C:33]([F:36])=[CH:32][C:7]=2[O:8][CH2:9][C:12]2[CH:13]=[C:14]([CH2:16][N:17]3[C:21]4[CH:22]=[CH:23][CH:24]=[C:25]([C:26]([NH2:39])=[O:28])[C:20]=4[N:19]=[C:18]3[CH2:29][CH2:30][CH3:31])[CH:15]=[CH:10][C:11]/1=2)/[CH3:4])#[N:2]. Run at temperature 50 celsius, time 4 hour. Procedure: [step 5] (E)-1-{[11-(1-cyanoethylidene)-3-fluoro-6,11-dihydrodibenzo[b,e]oxepin-8-yl]methyl}-2-propyl-1H-benzo[d]imidazole-4-carboxylic acid (97 mg, 0.20 mmol) obtained in step 4 was dissolved in THF (1.0 mL), 1,1′-carbonyldiimidazole (130 mg, 0.80 mmol) was added, and the mixture was stirred at 50° C. for 4 hr. After cooling to room temperature, 25% aqueous ammonia solution (55 μL, 0.80 mmol) was added, and the mixture was stirred at room temperature for 17 hr. To the mixture were added 1 mol/L... Starting materials: Cl (hydrochloric acid), C(#N)\C(\C)=C/1\C2=C(OCC3=C1C=CC(=C3)CN3C(=NC1=C3C=CC=C1C(=O)O)CCC)C=C(C=C2)F ((E)-1-{[11-(1-cyanoethylidene)-3-fluoro-6,11-dihydrodibenzo[b,e]oxepin-8-yl]methyl}-2-propyl-1H-benzo[d]imidazole-4-carboxylic acid), N (ammonia), C(=O)(N1C=NC=C1)N1C=NC=C1 (1,1′-carbonyldiimidazole). Yield: 100.9%. Solvent: O (water), C1CCOC1 (THF). Yields the product C(#N)\C(\C)=C/1\C2=C(OCC3=C1C=CC(=C3)CN3C(=NC1=C3C=CC=C1C(=O)N)CCC)C=C(C=C2)F ((E)-1-{[11-(1-cyanoethylidene)-3-fluoro-6,11-dihydrodibenzo[b,e]oxepin-8-yl]methyl}-2-propyl-1H-benzo[d]imidazole-4-carboxamide). Conditions: temperature 40 celsius. Procedure: In a mixture of DME (100 ml) and ethanol (10 ml) was dissolved 3,5-dimethyl-7-[4-(4-fluorobenzoyl) benzyl]-2-methylthio-7H-pyrrolo[2,3-d]pyrimidin-4(3H)-one (755 mg) followed by addition of acetic acid (560 mg), and the mixture was warmed to 40° C. Then, Raney nickel was added until disappearance of the starting compound had been verified by TLC. The catalyst was then filtered off and the solvent was distilled off under reduced pressure. The residue was dissolved in ethyl acetate, washed with sa... Isolated yield 76.1%. Reagents/catalysts: [Ni] (Raney nickel). The solvent is COCCOC (DME), C(C)O (ethanol). RXN SMILES: [CH3:1][N:2]1[C:7](=[O:8])[C:6]2[C:9]([CH3:28])=[CH:10][N:11]([CH2:12][C:13]3[CH:18]=[CH:17][C:16]([C:19](=[O:27])[C:20]4[CH:25]=[CH:24][C:23]([F:26])=[CH:22][CH:21]=4)=[CH:15][CH:14]=3)[C:5]=2[N:4]=[C:3]1SC.C(O)(=O)C>COCCOC.C(O)C.[Ni]>[CH3:1][N:2]1[C:7](=[O:8])[C:6]2[C:9]([CH3:28])=[CH:10][N:11]([CH2:12][C:13]3[CH:14]=[CH:15][C:16]([C:19](=[O:27])[C:20]4[CH:25]=[CH:24][C:23]([F:26])=[CH:22][CH:21]=4)=[CH:17][CH:18]=3)[C:5]=2[N:4]=[CH:3]1. Reactants: CN1C(=NC2=C(C1=O)C(=CN2CC2=CC=C(C=C2)C(C2=CC=C(C=C2)F)=O)C)SC (3,5-dimethyl-7-[4-(4-fluorobenzoyl) benzyl]-2-methylthio-7H-pyrrolo[2,3-d]pyrimidin-4(3H)-one), C(C)(=O)O (acetic acid). The product is CN1C=NC2=C(C1=O)C(=CN2CC2=CC=C(C=C2)C(C2=CC=C(C=C2)F)=O)C (3,5-Dimethyl-7-[4-(4-fluorobenzoyl)benzyl]-7H-pyrrolo [2,3-d]pyrimidin-4(3H)-one). The reactants are CCO, Cl, NN1CCOC1=O, O=C1CCOc2ccccc21, O. Yields the product O=C1OCCN1N=C1CCOc2ccccc21. As a reaction SMILES: [CH3:21][CH2:22][OH:23].[ClH:9].[NH2:1][N:2]1[C:3](=[O:7])[O:4][CH2:5][CH2:6]1.[O:10]1[CH2:11][CH2:12][C:13](=[O:20])[c:14]2[cH:15][cH:16][cH:17][cH:18][c:19]21.[OH2:8]>>[N:1]([N:2]1[C:3](=[O:7])[O:4][CH2:5][CH2:6]1)=[C:13]1[CH2:12][CH2:11][O:10][c:19]2[c:14]1[cH:15][cH:16][cH:17][cH:18]2. The reactants are NC(COC1=C(N(C(=C1OCC1=CC=CC=C1)C(=O)OCC)C1=CC=C(C=C1)OC)C(=O)OCC)=O (Diethyl 3-(2-amino-2-oxoethoxy)-4-(benzyloxy)-1-(4-methoxyphenyl)-1H-pyrrole-2,5-dicarboxylate). The reagents and catalysts are [Pd] (Pd/C). Run in CO (MeOH). The product is NC(COC1=C(N(C(=C1O)C(=O)OCC)C1=CC=C(C=C1)OC)C(=O)OCC)=O (diethyl 3-(2-amino-2-oxoethoxy)-4-hydroxy-1-(4-methoxyphenyl)-1H-pyrrole-2,5-dicarboxylate). Yield: 46.3%. As a reaction SMILES: [NH2:1][C:2](=[O:36])[CH2:3][O:4][C:5]1[C:9]([O:10]CC2C=CC=CC=2)=[C:8]([C:18]([O:20][CH2:21][CH3:22])=[O:19])[N:7]([C:23]2[CH:28]=[CH:27][C:26]([O:29][CH3:30])=[CH:25][CH:24]=2)[C:6]=1[C:31]([O:33][CH2:34][CH3:35])=[O:32]>CO.[Pd]>[NH2:1][C:2](=[O:36])[CH2:3][O:4][C:5]1[C:9]([OH:10])=[C:8]([C:18]([O:20][CH2:21][CH3:22])=[O:19])[N:7]([C:23]2[CH:28]=[CH:27][C:26]([O:29][CH3:30])=[CH:25][CH:24]=2)[C:6]=1[C:31]([O:33][CH2:34][CH3:35])=[O:32]. Reported procedure: Diethyl 3-(2-amino-2-oxoethoxy)-4-(benzyloxy)-1-(4-methoxyphenyl)-1H-pyrrole-2,5-dicarboxylate (25) (66 mg, 0.133 mmol) in MeOH (66 mL) was passed through a Thales ‘H-cube’ cartridge (10% Pd/C) at a flow rate of 1 mL/min at 20° C. under H2 (full H2 mode). The output was concentrated in vacuo to afford a yellow oil. The residue was purified by silica gel chromatography (4 g, 0-100% EtOAc in isohexane) to afford diethyl 3-(2-amino-2-oxoethoxy)-4-hydroxy-1-(4-methoxyphenyl)-1H-pyrrole-2,5-dicarboxy...